Task: describe an organic reaction: reactants, conditions, products, and yield. Dataset: the Open Reaction Database (ORD), a public repository of structured organic reaction records Starting materials: CC1=NC2=CC=CC=C2N=C1 (2-methyl quinoxaline), N1=C(C=NC2=CC=CC=C12)C=O (quinoxaline-2-carbaldehyde). Solvent: CC(=O)O (AcOH). The product is N1=C(C=NC2=CC=CC=C12)C(CC1=NC2=CC=CC=C2N=C1)O (1,2-di(quinoxalin-2-yl)ethanol). The yield is 26.3%. Reaction SMILES: [CH3:1][C:2]1[CH:11]=[N:10][C:9]2[C:4](=[CH:5][CH:6]=[CH:7][CH:8]=2)[N:3]=1.[N:12]1[C:21]2[C:16](=[CH:17][CH:18]=[CH:19][CH:20]=2)[N:15]=[CH:14][C:13]=1[CH:22]=[O:23]>CC(O)=O>[N:12]1[C:21]2[C:16](=[CH:17][CH:18]=[CH:19][CH:20]=2)[N:15]=[CH:14][C:13]=1[CH:22]([OH:23])[CH2:1][C:2]1[CH:11]=[N:10][C:9]2[C:4](=[CH:5][CH:6]=[CH:7][CH:8]=2)[N:3]=1. Procedure details: A solution of 2-methyl quinoxaline (0.11 g, 0.76 mmol) and quinoxaline-2-carbaldehyde (0.16 g, 0.63 mmol) in AcOH (2 mL) was stirred for 1 hour at 70° C. The reaction mixture was concentrated and purified with reverse phase column chromatography to afford 1,2-di(quinoxalin-2-yl)ethanol (0.05 g) as a yellow solid. MS (ESI) m/z 303.1 (M+H+). The reactants are N#CC(C=CC=O)=C(c1ccc(F)cc1)c1ccc(F)cc1, CCOC(=O)CC(C)=O, [Li]CCCC, CCCCCC, Cl, [H-], [Na+], C1CCOC1. Product: CCOC(=O)CC(=O)CC(O)C=CC(C#N)=C(c1ccc(F)cc1)c1ccc(F)cc1. RXN SMILES: [C:23](#[N:24])[C:25]([CH:26]=[CH:27][CH:28]=[O:29])=[C:30]([c:31]1[cH:32][cH:33][c:34]([F:37])[cH:35][cH:36]1)[c:38]1[cH:39][cH:40][c:41]([F:44])[cH:42][cH:43]1.[C:3]([CH2:4][C:5](=[O:6])[CH3:7])(=[O:8])[O:9][CH2:10][CH3:11].[CH3:12][CH2:13][CH2:14][CH2:15][Li:16].[CH3:17][CH2:18][CH2:19][CH2:20][CH2:21][CH3:22].[ClH:50].[H-:1].[Na+:2].[O:45]1[CH2:46][CH2:47][CH2:48][CH2:49]1>>[C:3]([CH2:4][C:5](=[O:6])[CH2:7][CH:28]([CH:27]=[CH:26][C:25]([C:23]#[N:24])=[C:30]([c:31]1[cH:32][cH:33][c:34]([F:37])[cH:35][cH:36]1)[c:38]1[cH:39][cH:40][c:41]([F:44])[cH:42][cH:43]1)[OH:29])(=[O:8])[O:9][CH2:10][CH3:11]. Reactants: FC(OC1=CC=C2C=CNC2=C1)F (6-difluoromethoxy-1H-indole), C(C=C)OC=1C=C2C(=CN(C2=CC1)C(=O)N)N=C=O (5-allyloxy-3-isocyanato-indole-1-carboxylic acid amide). Yields the product FC(OC1=CC=C2C(=CN(C2=C1)C(=O)N)N=C=O)F (6-Difluoromethoxy-3-isocyanato-indole-1-carboxylic acid amide). As a reaction SMILES: [F:1][CH:2]([F:13])[O:3]C1C=C2C(C=CN2)=CC=1.C(O[C:18]1[CH:19]=[C:20]2[C:24](=[CH:25][CH:26]=1)[N:23]([C:27]([NH2:29])=[O:28])[CH:22]=[C:21]2[N:30]=[C:31]=[O:32])C=C>>[F:1][CH:2]([F:13])[O:3][C:26]1[CH:25]=[C:24]2[C:20]([C:21]([N:30]=[C:31]=[O:32])=[CH:22][N:23]2[C:27]([NH2:29])=[O:28])=[CH:19][CH:18]=1. Reported procedure: was prepared from 6-difluoromethoxy-1H-indole [200207-21-2] using the protocol described for steps B-E in Scheme A4 for the preparation of 5-allyloxy-3-isocyanato-indole-1-carboxylic acid amide. Reactants: [Sn](Cl)(Cl)(Cl)Cl (tin tetrachloride), ClC1C2=C(CCC3=C1C=CC=C3)C=CC=C2 (5-chloro-10,11-dihydro-5H-dibenzo[a,d]cycloheptene), C[Si](C)(C)C#N (trimethylsilylcyanide). Solvent: C(Cl)Cl (methylene chloride), C(Cl)Cl (methylene chloride), O (water). Conditions: time 10 hour. Yields the product C(#N)C1C2=C(CCC3=C1C=CC=C3)C=CC=C2 (5-cyano-10,11-dihydro-5H-dibenzo[a,d]-cycloheptene). Isolated yield 88.9%. RXN SMILES: [Sn](Cl)(Cl)(Cl)Cl.Cl[CH:7]1[C:13]2[CH:14]=[CH:15][CH:16]=[CH:17][C:12]=2[CH2:11][CH2:10][C:9]2[CH:18]=[CH:19][CH:20]=[CH:21][C:8]1=2.C[Si]([C:26]#[N:27])(C)C>C(Cl)Cl.O>[C:26]([CH:7]1[C:13]2[CH:14]=[CH:15][CH:16]=[CH:17][C:12]=2[CH2:11][CH2:10][C:9]2[CH:18]=[CH:19][CH:20]=[CH:21][C:8]1=2)#[N:27]. Reported procedure: 6.0 g (23.0 mmol) of tin tetrachloride are slowly added to a solution of 21.1 g (92.3 mmol) of 5-chloro-10,11-dihydro-5H-dibenzo[a,d]cycloheptene [V. Mychajlyszyn et al, Coll. Czech. Chem. Comm. 24, 3955 (1959)] and 11.3 g (114 mmol) of trimethylsilylcyanide in 150 ml of methylene chloride. The reaction mixture is stirred at room temperature for 10 hours and then diluted with 150 ml of methylene chloride, and 200 ml of water are added. The organic phase is separated off, washed with dilute sodiu...